From a dataset of the Open Reaction Database (ORD), a public repository of structured organic reaction records. describe an organic reaction: reactants, conditions, products, and yield Reactants: ClC1=CC=C(C=C1)NC(C1=C(C(=CC(=C1)Cl)OC)NC(=O)C=1SC=C(C1Cl)CCl)=O (N-(4-chlorophenyl)-2-[((4-(chloromethyl)-3-chlorothiophen-2-yl)carbonyl)amino]-3-methoxy-5-chlorobenzamide), CN1CCNCC1 (1-methylpiperazine), O (water). The solvent is CN(C)C=O (DMF). Conditions: temperature 0 celsius, time 0.5 hour. Yields the product ClC1=CC=C(C=C1)NC(C1=C(C(=CC(=C1)Cl)OC)NC(=O)C=1SC=C(C1Cl)CN1CCN(CC1)C)=O (N-(4-chlorophenyl)-2-[((4-((4-methylpiperazin-1-yl)methyl)-3-chlorothiophen-2-yl)carbonyl)amino]-3-methoxy-5-chlorobenzamide). The yield is 64.6%. RXN SMILES: [Cl:1][C:2]1[CH:7]=[CH:6][C:5]([NH:8][C:9](=[O:30])[C:10]2[CH:15]=[C:14]([Cl:16])[CH:13]=[C:12]([O:17][CH3:18])[C:11]=2[NH:19][C:20]([C:22]2[S:23][CH:24]=[C:25]([CH2:28]Cl)[C:26]=2[Cl:27])=[O:21])=[CH:4][CH:3]=1.[CH3:31][N:32]1[CH2:37][CH2:36][NH:35][CH2:34][CH2:33]1.O>CN(C=O)C>[Cl:1][C:2]1[CH:7]=[CH:6][C:5]([NH:8][C:9](=[O:30])[C:10]2[CH:15]=[C:14]([Cl:16])[CH:13]=[C:12]([O:17][CH3:18])[C:11]=2[NH:19][C:20]([C:22]2[S:23][CH:24]=[C:25]([CH2:28][N:35]3[CH2:36][CH2:37][N:32]([CH3:31])[CH2:33][CH2:34]3)[C:26]=2[Cl:27])=[O:21])=[CH:4][CH:3]=1. Reported procedure: To a solution of N-(4-chlorophenyl)-2-[((4-(chloromethyl)-3-chlorothiophen-2-yl)carbonyl)amino]-3-methoxy-5-chlorobenzamide (1.0 g, 2.1 mmol) in DMF (40 mL) at 0° C. was added 1-methylpiperazine (1.2 mL, 1.1 g, 11 mmol), and the mixture stirred for 0.5 hours at 0° C., then warmed to ambient temperature. After 7 hours the reaction mixture was poured into water (150 mL) and the resulting solid collected by filtration, washed with water (50 mL) and acetonitrile (10 mL). Purification by flash chroma... Reactants: BrC=1C=C2C(CC(OC2=CC1)C1=CC=CC=C1)=NS(=O)C(C)(C)C (N-(6-bromo-2-phenylchroman-4-ylidene)-2-methylpropane-2-sulfinamide), C(C)(=O)OC (methyl acetate), [Li+].CC(C)[N-]C(C)C (LDA), TiCl(OiPr)3. Run in C1CCOC1 (THF), C1CCOC1 (THF), C1CCOC1 (THF). Conditions: time 30 minute. The product is BrC=1C=C2C(CC(OC2=CC1)C1=CC=CC=C1)(NS(=O)C(C)(C)C)CC(=O)OC (methyl 2-(6-bromo-4-(1,1-dimethylethylsulfinamido)-2-phenylchroman-4-yl)acetate). The yield is 34.5%. Reaction SMILES: [C:1]([O:4][CH3:5])(=[O:3])[CH3:2].[Li+].CC([N-]C(C)C)C.[Br:14][C:15]1[CH:16]=[C:17]2[C:22](=[CH:23][CH:24]=1)[O:21][CH:20]([C:25]1[CH:30]=[CH:29][CH:28]=[CH:27][CH:26]=1)[CH2:19][C:18]2=[N:31][S:32]([C:34]([CH3:37])([CH3:36])[CH3:35])=[O:33]>C1COCC1>[Br:14][C:15]1[CH:16]=[C:17]2[C:22](=[CH:23][CH:24]=1)[O:21][CH:20]([C:25]1[CH:30]=[CH:29][CH:28]=[CH:27][CH:26]=1)[CH2:19][C:18]2([CH2:2][C:1]([O:4][CH3:5])=[O:3])[NH:31][S:32]([C:34]([CH3:37])([CH3:36])[CH3:35])=[O:33] |f:1.2|. Procedure details: To a solution of methyl acetate (383 mg, 0.41 mL, 5.17 mmol) in anhydrous THF (10 mL) at −78° C. under N2 atmosphere is added 2 M LDA solution in THF (3.4 mL, 6.8 mmol) dropwise, and the solution is stirred another 30 min at the same temperature after the addition. To this mixture is added TiCl(OiPr)3 (1.681 g, 6.45 mmol) dropwise. The mixture is then stirred another 30 min at −78° C. To this mixture is added a solution of N-(6-bromo-2-phenylchroman-4-ylidene)-2-methylpropane-2-sulfinamide (1.05... Starting materials: O=C(O)c1cnc(OCC2CC2)c(-c2ccc(F)cc2)c1, NC1CCCCC1O. Yields the product O=C(NC1CCCCC1O)c1cnc(OCC2CC2)c(-c2ccc(F)cc2)c1. Reaction SMILES: [F:1][c:2]1[cH:3][cH:4][c:5](-[c:8]2[c:9]([O:17][CH2:18][CH:19]3[CH2:20][CH2:21]3)[n:10][cH:11][c:12]([C:13](=[O:14])[OH:15])[cH:16]2)[cH:6][cH:7]1.[NH2:22][CH:23]1[CH:24]([OH:29])[CH2:25][CH2:26][CH2:27][CH2:28]1>>[F:1][c:2]1[cH:3][cH:4][c:5](-[c:8]2[c:9]([O:17][CH2:18][CH:19]3[CH2:20][CH2:21]3)[n:10][cH:11][c:12]([C:13](=[O:15])[NH:22][CH:23]3[CH:24]([OH:29])[CH2:25][CH2:26][CH2:27][CH2:28]3)[cH:16]2)[cH:6][cH:7]1. Reactants: C(C)C1C=2N(C3=CC=C(C=C3N1)F)C=CC2 (4-ethyl-7-fluoro-4,5-dihydropyrrolo[1,2-a]quinoxaline), COC1=C(C(=O)Cl)C=CC(=C1)OC (2,4-dimethoxy benzoyl chloride). Yields the product COC1=C(C(=O)N2C(C=3N(C4=CC=C(C=C24)F)C=CC3)CC)C=CC(=C1)OC (5-(2,4-Dimethoxybenzoyl)-4-ethyl-7-fluoro-4,5-dihydropyrrolo[1,2-a]quinoxaline). RXN SMILES: [CH2:1]([CH:3]1[NH:12][C:11]2[C:6](=[CH:7][CH:8]=[C:9]([F:13])[CH:10]=2)[N:5]2[CH:14]=[CH:15][CH:16]=[C:4]12)[CH3:2].[CH3:17][O:18][C:19]1[CH:27]=[C:26]([O:28][CH3:29])[CH:25]=[CH:24][C:20]=1[C:21](Cl)=[O:22]>>[CH3:17][O:18][C:19]1[CH:27]=[C:26]([O:28][CH3:29])[CH:25]=[CH:24][C:20]=1[C:21]([N:12]1[C:11]2[C:6](=[CH:7][CH:8]=[C:9]([F:13])[CH:10]=2)[N:5]2[CH:14]=[CH:15][CH:16]=[C:4]2[CH:3]1[CH2:1][CH3:2])=[O:22]. Reported procedure: 5-(2,4-Dimethoxybenzoyl)-4-ethyl-7-fluoro-4,5-dihydropyrrolo[1,2-a]quinoxaline was prepared from the product of Example 17 and 2,4-dimethoxy benzoyl chloride according to the procedure of Example 106, Step 2, mp 131-132° C. MS (ESI) m/z 381; Anal. Calcd for C22H21FN2O3: C, 69.46; H, 5.56; N, 7.36. Found: C, 69.22; H, 5.63; N, 7.32. Starting materials: CCOC(C)=O, CC1(C)OCC(Cn2ccc(NC(=O)C(CC3CCCC3)N3CC(Oc4c(F)cccc4F)=CC3=O)n2)O1, Cl, C1CCOC1. Product: O=C(Nc1ccn(CC(O)CO)n1)C(CC1CCCC1)N1CC(Oc2c(F)cccc2F)=CC1=O. RXN SMILES: [CH3:45][CH2:46][O:47][C:48](=[O:49])[CH3:50].[CH:1]1([CH2:6][CH:7]([C:8](=[O:9])[NH:10][c:11]2[n:12][n:13]([CH2:16][CH:17]3[O:18][C:19]([CH3:22])([CH3:23])[O:20][CH2:21]3)[cH:14][cH:15]2)[N:24]2[C:25](=[O:38])[CH:26]=[C:27]([O:29][c:30]3[c:31]([F:37])[cH:32][cH:33][cH:34][c:35]3[F:36])[CH2:28]2)[CH2:2][CH2:3][CH2:4][CH2:5]1.[ClH:39].[O:40]1[CH2:41][CH2:42][CH2:43][CH2:44]1>>[CH:1]1([CH2:6][CH:7]([C:8](=[O:9])[NH:10][c:11]2[n:12][n:13]([CH2:16][CH:17]([OH:18])[CH2:21][OH:20])[cH:14][cH:15]2)[N:24]2[C:25](=[O:38])[CH:26]=[C:27]([O:29][c:30]3[c:31]([F:37])[cH:32][cH:33][cH:34][c:35]3[F:36])[CH2:28]2)[CH2:2][CH2:3][CH2:4][CH2:5]1. The reactants are ClC(Cl)Cl, O=[N+]([O-])O, Cc1cc2oc(=O)cc(O)c2c(C)c1C. Product: Cc1cc2oc(=O)c([N+](=O)[O-])c(O)c2c(C)c1C. RXN SMILES: [CH:20]([Cl:21])([Cl:22])[Cl:23].[OH:1][N+:2]([O-:3])=[O:4].[OH:5][c:6]1[cH:7][c:8](=[O:19])[o:9][c:10]2[cH:11][c:12]([CH3:18])[c:13]([CH3:17])[c:14]([CH3:16])[c:15]12>>[O-:1][N+:2](=[O:4])[c:7]1[c:6]([OH:5])[c:15]2[c:10]([o:9][c:8]1=[O:19])[cH:11][c:12]([CH3:18])[c:13]([CH3:17])[c:14]2[CH3:16]. The reactants are C(=O)(O)C(=C)[C@@H]1[C@H](C(N1C(CC1=CC=C(C=C1)OC)CC1=CC=C(C=C1)OC)=O)[C@@H](C)OC(=O)OCC1=CC=CC=C1 ((3S,4S)-4-(1-carboxyethenyl)-3-(1-(R)-benzyloxycarbonyloxyethyl)-1-di(p-anisyl)methyl-2-azetidinone), C(C1=CC=CC=C1)Br (benzyl bromide), C([O-])([O-])=O.[K+].[K+] (potassium carbonate). Solvent: CC(=O)C (acetone). Product: C(C1=CC=CC=C1)OC(=O)C(=C)[C@@H]1[C@H](C(N1C(CC1=CC=C(C=C1)OC)CC1=CC=C(C=C1)OC)=O)[C@@H](C)OC(=O)OCC1=CC=CC=C1 ((3S,4S)-4-(1-benzyloxycarbonylethenyl)-3-(1-(R)-benzyloxycarbonyloxyethyl)-1-di(p-anisyl)methyl-2-azetidinone). As a reaction SMILES: [C:1]([C:4]([C@H:6]1[N:9]([CH:10]([CH2:20][C:21]2[CH:26]=[CH:25][C:24]([O:27][CH3:28])=[CH:23][CH:22]=2)[CH2:11][C:12]2[CH:17]=[CH:16][C:15]([O:18][CH3:19])=[CH:14][CH:13]=2)[C:8](=[O:29])[C@@H:7]1[C@H:30]([O:32][C:33]([O:35][CH2:36][C:37]1[CH:42]=[CH:41][CH:40]=[CH:39][CH:38]=1)=[O:34])[CH3:31])=[CH2:5])([OH:3])=[O:2].[CH2:43](Br)[C:44]1[CH:49]=[CH:48][CH:47]=[CH:46][CH:45]=1.C(=O)([O-])[O-].[K+].[K+]>CC(C)=O>[CH2:43]([O:2][C:1]([C:4]([C@H:6]1[N:9]([CH:10]([CH2:20][C:21]2[CH:26]=[CH:25][C:24]([O:27][CH3:28])=[CH:23][CH:22]=2)[CH2:11][C:12]2[CH:13]=[CH:14][C:15]([O:18][CH3:19])=[CH:16][CH:17]=2)[C:8](=[O:29])[C@@H:7]1[C@H:30]([O:32][C:33]([O:35][CH2:36][C:37]1[CH:42]=[CH:41][CH:40]=[CH:39][CH:38]=1)=[O:34])[CH3:31])=[CH2:5])=[O:3])[C:44]1[CH:49]=[CH:48][CH:47]=[CH:46][CH:45]=1 |f:2.3.4|. Reported procedure: A solution of (3S,4S)-4-(1-carboxyethenyl)-3-(1-(R)-benzyloxycarbonyloxyethyl)-1-di(p-anisyl)methyl-2-azetidinone (3.7 g) in acetone (60 ml) was treated with benzyl bromide (1.4 g) in the presence of anhydrous potassium carbonate (1.88 g) under reflux for 2 hours. The reaction mixture was cooled down to room temperature, filtered to remove insoluble materials and concentrated in vacuo. The concentrate was diluted with ethyl acetate, washed with water and dried over anhydrous sodium sulfate. Filt...